This data is from the Open Reaction Database (ORD), a public repository of structured organic reaction records. The task is: describe an organic reaction: reactants, conditions, products, and yield The reactants are COC(=O)C(Cc1ccc(-c2cn(C)c(=O)n(C)c2=O)cc1)NC(=O)OC(C)(C)C, Cl, C1COCCO1. The product is COC(=O)C(N)Cc1ccc(-c2cn(C)c(=O)n(C)c2=O)cc1, Cl. As a reaction SMILES: [CH3:1][O:2][C:3]([CH:4]([NH:5][C:6]([O:7][C:8]([CH3:9])([CH3:10])[CH3:11])=[O:12])[CH2:13][c:14]1[cH:15][cH:16][c:17](-[c:20]2[c:21](=[O:29])[n:22]([CH3:28])[c:23](=[O:27])[n:24]([CH3:26])[cH:25]2)[cH:18][cH:19]1)=[O:30].[ClH:31].[O:32]1[CH2:33][CH2:34][O:35][CH2:36][CH2:37]1>>[CH3:1][O:2][C:3]([CH:4]([NH2:5])[CH2:13][c:14]1[cH:15][cH:16][c:17](-[c:20]2[c:21](=[O:29])[n:22]([CH3:28])[c:23](=[O:27])[n:24]([CH3:26])[cH:25]2)[cH:18][cH:19]1)=[O:30].[ClH:31]. Reactants: CC(=O)O, CCCSc1nc(Cl)c([N+](=O)[O-])c(NC2C=CC(O)C2)n1, [Fe]. The product is CCCSc1nc(Cl)c(N)c(NC2C=CC(O)C2)n1. Reaction SMILES: [CH3:22][C:23](=[O:24])[OH:25].[Cl:1][c:2]1[c:3]([N+:19]([O-:20])=[O:21])[c:4]([NH:12][CH:13]2[CH:14]=[CH:15][CH:16]([OH:18])[CH2:17]2)[n:5][c:6]([S:8][CH2:9][CH2:10][CH3:11])[n:7]1.[Fe:26]>>[Cl:1][c:2]1[c:3]([NH2:19])[c:4]([NH:12][CH:13]2[CH:14]=[CH:15][CH:16]([OH:18])[CH2:17]2)[n:5][c:6]([S:8][CH2:9][CH2:10][CH3:11])[n:7]1. Yields the product [Si](C)(C)(C(C)(C)C)O[C@@H]1[C@@H](C[C@H](C1)N1C=CC2=C1N=CN=C2N[C@H]2CCC1=CC=CC=C21)CO (((1S,2S,4R)-2-[tert-butyl(dimethyl)silyl]oxy-4-{4-[(1S)-2,3-dihydro-1H-inden-1-ylamino]-7H-pyrrolo[2,3-d]pyrimidin-7-yl}cyclopentyl)methanol). Run at temperature 40 celsius. Reactants: [Si](C)(C)(C(C)(C)C)O[C@H]1C[C@@H](C[C@H]1CO[Si](C)(C)C(C)(C)C)N1C=CC2=C1N=CN=C2N[C@H]2CCC1=CC=CC=C21 (7-[(1R,3S,4S)-3-[tert-butyl(dimethyl)silyl]oxy-4-([tert-butyl(dimethyl)silyl]-oxymethyl)cyclopentyl]-N-[(1S)-2,3-dihydro-1H-inden-1-yl]-7H-pyrrolo[2,3-d]pyrimidin-4-amine), O (water), C(C)(=O)O (acetic acid). Procedure: 7-[(1R,3S,4S)-3-[tert-butyl(dimethyl)silyl]oxy-4-([tert-butyl(dimethyl)silyl]-oxymethyl)cyclopentyl]-N-[(1S)-2,3-dihydro-1H-inden-1-yl]-7H-pyrrolo[2,3-d]pyrimidin-4-amine (1.66 g, 0.00280 mol) was dissolved in a mixture of tetrahydrofuran (6.6 mL), water (6.6 mL, 0.36 mol), and acetic acid (19 mL, 0.34 mol). The solution was then heated to 40° C. overnight. The mixture was then cooled and evaporated, azeotroped with toluene (2×50 mL) and the residue was purified by silica gel chromatography elut... Run in O1CCCC1 (tetrahydrofuran). Reaction SMILES: [Si:1]([O:8][C@@H:9]1[C@H:13]([CH2:14][O:15][Si](C(C)(C)C)(C)C)[CH2:12][C@@H:11]([N:23]2[C:27]3[N:28]=[CH:29][N:30]=[C:31]([NH:32][C@@H:33]4[C:41]5[C:36](=[CH:37][CH:38]=[CH:39][CH:40]=5)[CH2:35][CH2:34]4)[C:26]=3[CH:25]=[CH:24]2)[CH2:10]1)([C:4]([CH3:7])([CH3:6])[CH3:5])([CH3:3])[CH3:2].O.C(O)(=O)C>O1CCCC1>[Si:1]([O:8][C@H:9]1[CH2:10][C@H:11]([N:23]2[C:27]3[N:28]=[CH:29][N:30]=[C:31]([NH:32][C@@H:33]4[C:41]5[C:36](=[CH:37][CH:38]=[CH:39][CH:40]=5)[CH2:35][CH2:34]4)[C:26]=3[CH:25]=[CH:24]2)[CH2:12][C@H:13]1[CH2:14][OH:15])([C:4]([CH3:7])([CH3:6])[CH3:5])([CH3:3])[CH3:2]. Starting materials: COC(=O)c1ccc2c(c1)CC(C)(C)C(c1cc(Cl)cc(NC(=O)c3ccccc3)c1)N2, CO, [Na+], [OH-]. The product is CC1(C)Cc2cc(C(=O)O)ccc2NC1c1cc(Cl)cc(NC(=O)c2ccccc2)c1. Reaction SMILES: [C:1]([c:2]1[cH:3][cH:4][cH:5][cH:6][cH:7]1)(=[O:8])[NH:9][c:10]1[cH:11][c:12]([CH:17]2[NH:18][c:19]3[cH:20][cH:21][c:22]([C:29](=[O:30])[O:31][CH3:32])[cH:23][c:24]3[CH2:25][C:26]2([CH3:27])[CH3:28])[cH:13][c:14]([Cl:16])[cH:15]1.[CH3:35][OH:36].[Na+:34].[OH-:33]>>[C:1]([c:2]1[cH:3][cH:4][cH:5][cH:6][cH:7]1)(=[O:8])[NH:9][c:10]1[cH:11][c:12]([CH:17]2[NH:18][c:19]3[cH:20][cH:21][c:22]([C:29](=[O:30])[OH:31])[cH:23][c:24]3[CH2:25][C:26]2([CH3:27])[CH3:28])[cH:13][c:14]([Cl:16])[cH:15]1.